The task is: describe an organic reaction: reactants, conditions, products, and yield. This data is from the Open Reaction Database (ORD), a public repository of structured organic reaction records. Yields the product C(C)(=O)NC=1C=C(C(=CC1)OC)OC (4-acetamidoveratrole). The solvent is C(C)(=O)O (acetic acid). Reaction SMILES: [NH2:1][C:2]1[CH:3]=[C:4]([O:10][CH3:11])[C:5]([O:8][CH3:9])=[CH:6][CH:7]=1.[C:12](OC(=O)C)(=[O:14])[CH3:13].C(N)(=O)C>C(O)(=O)C>[C:12]([NH:1][C:2]1[CH:3]=[C:4]([O:10][CH3:11])[C:5]([O:8][CH3:9])=[CH:6][CH:7]=1)(=[O:14])[CH3:13]. Conditions: temperature 55 celsius, time 30 minute. Reactants: NC=1C=C(C(=CC1)OC)OC (4-amino veratrole), C(C)(=O)OC(C)=O (acetic anhydride), ice, NC=1C=C(C(=CC1)OC)OC (4-aminoveratrole), VII, COC=1C=C(N)C=CC1OC (3,4-dimethoxyaniline), C(C)(=O)N (acetamide). Procedure details: In general, the reaction schemes 1 and 2 shown above, may be applied to this specific synthetic sequence. Beginning with Scheme 2, 10 grams (65.28 mmoles) of 4-amino veratrole (Scheme 2, structure VII, a.k.a. 3,4-dimethoxyaniline, Aldrich Chemical Co.) was dissolved in 20 grams of glacial acetic acid in a 100 mL round bottomed flask. To the flask was added 22 grams of ice followed by the dropwise addition of 1.1 equivalents of acetic anhydride (7.3 grams, Aldrich Chemical Co.) with stirring via ... Starting materials: ClC=1C=C(C=C(C1Cl)OC)CC(=O)OCC (ethyl 3,4-dichloro-5-methoxyphenylacetate), [OH-].[Na+] (sodium hydroxide), [H-].[Al+3].[Li+].[H-].[H-].[H-] (Lithium aluminum hydride), O (water), O (water). Run in CCOCC (ether), CCOCC (ether). Run at time 30 minute. Yields the product ClC=1C=C(C=C(C1Cl)OC)CCO (2-(3,4-Dichloro-5-methoxyphenyl)ethanol). Reaction SMILES: [H-].[Al+3].[Li+].[H-].[H-].[H-].[Cl:7][C:8]1[CH:9]=[C:10]([CH2:17][C:18](OCC)=[O:19])[CH:11]=[C:12]([O:15][CH3:16])[C:13]=1[Cl:14].O.[OH-].[Na+]>CCOCC>[Cl:7][C:8]1[CH:9]=[C:10]([CH2:17][CH2:18][OH:19])[CH:11]=[C:12]([O:15][CH3:16])[C:13]=1[Cl:14] |f:0.1.2.3.4.5,8.9|. Procedure details: Lithium aluminum hydride (1.2 g., 0.032 moles) is suspended in dry ether (100 ml.) in a flask equipped with a stirrer, dropping funnel and protected from moisture. To this is added dropwise with stirring a solution of ethyl 3,4-dichloro-5-methoxyphenylacetate (4.1 g., 0.0156 mole) in dry ether (150 ml.) over a 20-minute period. The mixture is stirred for an additional 30 minutes. Then, with vigorous stirring 1.2 g. of water is added carefully followed by 15% sodium hydroxide (1.5 ml.) and an add... The reactants are CSC1=NC=C(C(=N1)NC1(CC1)C1=CC=CC=C1)C(=O)OCC (ethyl 2-(methylthio)-4-(1-phenylcyclopropylamino)pyrimidine-5-carboxylate), LiOHH2O. Solvent: C1CCOC1 (THF), O (H2O). Conditions: time 8 hour. Yields the product CSC1=NC=C(C(=N1)NC1(CC1)C1=CC=CC=C1)C(=O)O (2-(methylthio)-4-(1-phenylcyclopropylamino)pyrimidine-5-carboxylic acid). As a reaction SMILES: [CH3:1][S:2][C:3]1[N:8]=[C:7]([NH:9][C:10]2([C:13]3[CH:18]=[CH:17][CH:16]=[CH:15][CH:14]=3)[CH2:12][CH2:11]2)[C:6]([C:19]([O:21]CC)=[O:20])=[CH:5][N:4]=1>C1COCC1.O>[CH3:1][S:2][C:3]1[N:8]=[C:7]([NH:9][C:10]2([C:13]3[CH:14]=[CH:15][CH:16]=[CH:17][CH:18]=3)[CH2:11][CH2:12]2)[C:6]([C:19]([OH:21])=[O:20])=[CH:5][N:4]=1. Procedure: To a solution of ethyl 2-(methylthio)-4-(1-phenylcyclopropylamino)pyrimidine-5-carboxylate (crude from step 2) in THF (4 mL) was added LiOHH2O (150 mg, 3.57 mmol) in H2O (2 mL). The mixture was stirred at room temperature overnight. THF was removed under vacuum and the residue was acidified with 1N HCl, white solids precipitated out, which were collected by filtration, dried on vacuum to give 2-(methylthio)-4-(1-phenylcyclopropylamino)pyrimidine-5-carboxylic acid (646 mg). MS 302.3 (M+H).